From a dataset of the Open Reaction Database (ORD), a public repository of structured organic reaction records. describe an organic reaction: reactants, conditions, products, and yield The reactants are C1CO1, C1CCOC1, [Li]CCCC, Cn1cnc(-c2ccccc2)c1, O. Product: Cn1cc(-c2ccccc2)nc1CCO. As a reaction SMILES: [CH2:18]1[CH2:19][O:20]1.[CH2:22]1[O:23][CH2:24][CH2:25][CH2:26]1.[CH3:13][CH2:14][CH2:15][CH2:16][Li:17].[CH3:1][n:2]1[cH:3][n:4][c:5](-[c:7]2[cH:8][cH:9][cH:10][cH:11][cH:12]2)[cH:6]1.[OH2:21]>>[CH3:1][n:2]1[c:3]([CH2:18][CH2:19][OH:20])[n:4][c:5](-[c:7]2[cH:8][cH:9][cH:10][cH:11][cH:12]2)[cH:6]1.